describe an organic reaction: reactants, conditions, products, and yield From a dataset of the Open Reaction Database (ORD), a public repository of structured organic reaction records. Starting materials: ClC1=C2C=CC(=CC2=CC=C1)S(=O)(=O)N1C2CNC(C1)C2 (2-(5-Chloro-2-naphthylsulfonyl)-2,5-diazabicyclo[2.2.1]heptane), ClC(=O)OC (Methyl chloroformate), CCCCCCC (heptane). Solvent: [OH-].[Na+] (NaOH), O1CCOCC1 (dioxane), [OH-].[Na+] (NaOH). Reaction conditions: time 1 hour. Product: ClC1=C2C=CC(=CC2=CC=C1)S(=O)(=O)N1C2CN(C(C1)C2)C(=O)C (2-(5-Chloro -2-naphthylsulfonyl)-5-methylformyl-2,5-diazabicyclo[2.2.1]heptane), white solid. The yield is 87.0%. Reaction SMILES: [Cl:1][C:2]1[CH:11]=[CH:10][CH:9]=[C:8]2[C:3]=1[CH:4]=[CH:5][C:6]([S:12]([N:15]1[CH2:20][CH:19]3[CH2:21][CH:16]1[CH2:17][NH:18]3)(=[O:14])=[O:13])=[CH:7]2.CCCCC[CH2:27][CH3:28].ClC(OC)=[O:31]>O1CCOCC1.[OH-].[Na+]>[Cl:1][C:2]1[CH:11]=[CH:10][CH:9]=[C:8]2[C:3]=1[CH:4]=[CH:5][C:6]([S:12]([N:15]1[CH2:20][CH:19]3[CH2:21][CH:16]1[CH2:17][N:18]3[C:27]([CH3:28])=[O:31])(=[O:13])=[O:14])=[CH:7]2 |f:4.5|. Reported procedure: The title compound was prepared from 2-(5-Chloro-2-naphthylsulfonyl)-2,5-diazabicyclo[2.2.1]heptane, by dissolving the heptane (0.29 g, 0.8 mmol) in 20 ml dioxane and 1 ml of 1N NaOH solution. The solution was cooled with an ice bath. Methyl chloroformate (0.062 ml, 0.8 mmol) was added dropwise. Additional 1N NaOH solution was added to keep the pH above 9. After 1 hour at room temperature, the solvent was evaporated. The residue was partitioned between chloroform and saturated sodium bicarbonate...